Dataset: the Open Reaction Database (ORD), a public repository of structured organic reaction records. Task: describe an organic reaction: reactants, conditions, products, and yield The reactants are CCN(C(C)C)C(C)C, CC#N, CCOC(C)=O, Cn1nnnc1CCl, [I-], CCOC(=O)C(=NO)c1csc(N)n1, [Na+]. Product: CCOC(=O)C(=NOCc1nnnn1C)c1csc(N)n1. Reaction SMILES: [CH2:15]([N:16]([CH:17]([CH3:18])[CH3:19])[CH:20]([CH3:21])[CH3:22])[CH3:23].[CH3:34][C:35]#[N:36].[CH3:37][CH2:38][O:39][C:40](=[O:41])[CH3:42].[Cl:24][CH2:25][c:26]1[n:27][n:28][n:29][n:30]1[CH3:31].[I-:33].[NH2:1][c:2]1[s:3][cH:4][c:5]([C:7]([C:8](=[O:9])[O:10][CH2:11][CH3:12])=[N:13][OH:14])[n:6]1.[Na+:32]>>[NH2:1][c:2]1[s:3][cH:4][c:5]([C:7]([C:8](=[O:9])[O:10][CH2:11][CH3:12])=[N:13][O:14][CH2:25][c:26]2[n:27][n:28][n:29][n:30]2[CH3:31])[n:6]1. Reactants: C(C)(=O)O[C@H]1[C@@H](O[C@@H]([C@H]1OC(C)=O)COC(C)=O)N1C=NC=2C(=O)NC(N)=NC12 (2′,3′,5′-Tri-O-acetylguanosine), C=O (formaldehyde), CC1=CC=C(C=C1)S (p-thiocresol), C(C)(=O)O (acetic acid). Run in C(C)O (ethanol). Product: C(C)(=O)O[C@H]1[C@@H](O[C@@H]([C@H]1OC(C)=O)COC(C)=O)N1C=NC=2C(=O)NC(NCSC3=CC=C(C=C3)C)=NC12 (2′,3′,5′-Tri-O-acetyl-2-N-(p-methylphenylthiomethyl)guanosine). Yield: 75.0%. As a reaction SMILES: [C:1]([O:4][C@@H:5]1[C@H:9]([O:10][C:11](=[O:13])[CH3:12])[C@@H:8]([CH2:14][O:15][C:16](=[O:18])[CH3:17])[O:7][C@H:6]1[N:19]1[C:29]2[N:28]=[C:26]([NH2:27])[NH:25][C:23](=[O:24])[C:22]=2[N:21]=[CH:20]1)(=[O:3])[CH3:2].C=O.[CH3:32][C:33]1[CH:38]=[CH:37][C:36]([SH:39])=[CH:35][CH:34]=1.[C:40](O)(=O)C>C(O)C>[C:1]([O:4][C@@H:5]1[C@H:9]([O:10][C:11](=[O:13])[CH3:12])[C@@H:8]([CH2:14][O:15][C:16](=[O:18])[CH3:17])[O:7][C@H:6]1[N:19]1[C:29]2[N:28]=[C:26]([NH:27][CH2:40][S:39][C:36]3[CH:37]=[CH:38][C:33]([CH3:32])=[CH:34][CH:35]=3)[NH:25][C:23](=[O:24])[C:22]=2[N:21]=[CH:20]1)(=[O:3])[CH3:2]. Procedure: 2′,3′,5′-Tri-O-acetylguanosine 1 (4.6 g, 11.2 mmol, 1.0 eq), 37% aqueous formaldehyde (4.7 mL, 156 mmol, 14 eq), p-thiocresol (4.6 g, 37 mmol, 3.3 eq), and acetic acid (2 mL) were added into 50 mL of ethanol. The mixture was heated under reflux for 4 h. The mixture was cooled and the white precipitate was collected by filtration. Product was recrystallized from water to obtain the pure solid compound 2 in 75% yield (4.58 g, 8.4 mmol). TLC (CH2Cl2:MeOH, 9:1 v/v): Rf=0.57; 1H NMR (DMSO-d6, 400 MHz... The reactants are [H-], CI, [Na+], CN(C)C=O, CCOC(=O)c1c(C)cc(OCc2cccc(OCc3ccc4ccccc4n3)c2)cc1O. The product is CCOC(=O)c1c(C)cc(OCc2cccc(OCc3ccc4ccccc4n3)c2)cc1OC. Reaction SMILES: [H-:34].[I:36][CH3:37].[Na+:35].[O:38]=[CH:39][N:40]([CH3:41])[CH3:42].[OH:1][c:2]1[c:3]([C:4](=[O:5])[O:6][CH2:7][CH3:8])[c:9]([CH3:33])[cH:10][c:11]([O:13][CH2:14][c:15]2[cH:16][c:17]([O:21][CH2:22][c:23]3[n:24][c:25]4[cH:26][cH:27][cH:28][cH:29][c:30]4[cH:31][cH:32]3)[cH:18][cH:19][cH:20]2)[cH:12]1>>[O:1]([c:2]1[c:3]([C:4](=[O:5])[O:6][CH2:7][CH3:8])[c:9]([CH3:33])[cH:10][c:11]([O:13][CH2:14][c:15]2[cH:16][c:17]([O:21][CH2:22][c:23]3[n:24][c:25]4[cH:26][cH:27][cH:28][cH:29][c:30]4[cH:31][cH:32]3)[cH:18][cH:19][cH:20]2)[cH:12]1)[CH3:37]. Starting materials: [Br-], [Li]CCCC, Cc1cccnc1C(=O)NC(C)(C)C, Fc1cccc(CCl)c1, [Na+], C1CCOC1, O. Yields the product CC(C)(C)NC(=O)c1ncccc1CCc1cccc(F)c1. As a reaction SMILES: [Br-:21].[CH2:15]([Li:16])[CH2:17][CH2:18][CH3:19].[CH3:1][C:2]([CH3:3])([CH3:4])[NH:5][C:6](=[O:7])[c:8]1[n:9][cH:10][cH:11][cH:12][c:13]1[CH3:14].[F:22][c:23]1[cH:24][c:25]([CH2:26][Cl:27])[cH:28][cH:29][cH:30]1.[Na+:20].[O:31]1[CH2:32][CH2:33][CH2:34][CH2:35]1.[OH2:36]>>[CH3:1][C:2]([CH3:3])([CH3:4])[NH:5][C:6](=[O:7])[c:8]1[n:9][cH:10][cH:11][cH:12][c:13]1[CH2:14][CH2:26][c:25]1[cH:24][c:23]([F:22])[cH:30][cH:29][cH:28]1. The reactants are C(C)(=O)O.C(C=1C(O)=CC=CC1)(=O)O (salicylic acid acetate), above solution, phosphatides, phosphatides. Run in C(C)O (ethanol), C(C)O (ethanol). The product is CC(=O)OC=1C=CC=CC1C(=O)O (Aspirin). RXN SMILES: [C:1]([OH:4])(=[O:3])[CH3:2].[C:5]([OH:14])(=[O:13])[C:6]1[C:7](=[CH:9][CH:10]=[CH:11][CH:12]=1)O>C(O)C>[CH3:2][C:1]([O:4][C:12]1[CH:11]=[CH:10][CH:9]=[CH:7][C:6]=1[C:5]([OH:14])=[O:13])=[O:3] |f:0.1|. Procedure details: Desalted egg phosphatides (Hepar) were dissolved in ethanol at a concentration of 250 mg/ml in a 1000 ml flask. To 400 mg of salicylic acid acetate, 1.6 ml of the above solution containing 400 mg of phosphatides was added and the solution adjusted with absolute ethanol to 4 ml. The final concentration of both ingredients in this pharmacological agent-lipid solution was 100 mg/ml. This procedure was performed at about 22.5° C.+/- about 2.5° C. and atmospheric pressure.